From a dataset of the Open Reaction Database (ORD), a public repository of structured organic reaction records. describe an organic reaction: reactants, conditions, products, and yield Reactants: ClC1=C2CCC(CC2=C(C=C1)Cl)N1CCC2(C(NCN2C2=CC=CC=C2)=O)CC1 (8-(5,8-dichloro-1,2,3,4-tetrahydro-2-naphthyl)-1-phenyl-1,3,8-triaza-spiro[4.5]decan-4-one), C(C)Br (ethyl bromide). The product is Cl.ClC1=C2CCC(CC2=C(C=C1)Cl)N1CCC2(C(N(CN2C2=CC=CC=C2)CC)=O)CC1 (8-(5,8-Dichloro-1,2,3,4-tetrahydro-2-naphthyl)-3-ethyl-1-phenyl-1,3,8-triaza-spiro[4.5]decan-4-one hydrochloride). RXN SMILES: [Cl:1][C:2]1[CH:11]=[CH:10][C:9]([Cl:12])=[C:8]2[C:3]=1[CH2:4][CH2:5][CH:6]([N:13]1[CH2:29][CH2:28][C:16]3([N:20]([C:21]4[CH:26]=[CH:25][CH:24]=[CH:23][CH:22]=4)[CH2:19][NH:18][C:17]3=[O:27])[CH2:15][CH2:14]1)[CH2:7]2.[CH2:30](Br)[CH3:31]>>[ClH:1].[Cl:1][C:2]1[CH:11]=[CH:10][C:9]([Cl:12])=[C:8]2[C:3]=1[CH2:4][CH2:5][CH:6]([N:13]1[CH2:29][CH2:28][C:16]3([N:20]([C:21]4[CH:26]=[CH:25][CH:24]=[CH:23][CH:22]=4)[CH2:19][N:18]([CH2:30][CH3:31])[C:17]3=[O:27])[CH2:15][CH2:14]1)[CH2:7]2 |f:2.3|. Procedure details: The title compound, m.p.>250° C. and MS: m/e=458.3, 460.3 (M+H+) was prepared in accordance with general method of example 4 from 8-(5,8-dichloro-1,2,3,4-tetrahydro-2-naphthyl)-1-phenyl-1,3,8-triaza-spiro[4.5]decan-4-one and ethyl bromide. The reactants are ice, ClC=1C=C(C=CC1)C(C(CN(C(OC(C)(C)C)=O)C)C)=O (tert-butyl 3-(3-chlorophenyl)-2-methyl-3-oxopropyl(methyl)carbamate), [H-].[H-].[H-].[H-].[Li+].[Al+3] (LAH). Solvent: C(C)(=O)OCC (ethyl acetate), C1CCOC1 (THF), C1CCOC1 (THF). Run at temperature 50 celsius, time 4 hour. Product: ClC=1C=C(C=CC1)C(C(CNC)C)O (1-(3-chlorophenyl)-2-methyl-3-(methylamino)propan-1-ol). Yield: 46.3%. As a reaction SMILES: [Cl:1][C:2]1[CH:3]=[C:4]([C:8](=[O:21])[CH:9]([CH3:20])[CH2:10][N:11](C)[C:12](=O)OC(C)(C)C)[CH:5]=[CH:6][CH:7]=1.[H-].[H-].[H-].[H-].[Li+].[Al+3]>C1COCC1.C(OCC)(=O)C>[Cl:1][C:2]1[CH:3]=[C:4]([CH:8]([OH:21])[CH:9]([CH3:20])[CH2:10][NH:11][CH3:12])[CH:5]=[CH:6][CH:7]=1 |f:1.2.3.4.5.6|. Reported procedure: A solution of tert-butyl 3-(3-chlorophenyl)-2-methyl-3-oxopropyl(methyl)carbamate (2.8 g, 9.4 mmol) in THF (20 mL) was added slowly to a suspension of LAH (537 mg, 14.1 mmol) in THF (10 mL). The mixture was then stirred at 50° C. for 4 h. The mixture was cooled to 0° C. and 4 g of ice was added into the reaction. The mixture was stirred for 30 min at room temperature, diluted with ethyl acetate, dried over Na2SO4, filtered and concentrated to give the crude product. The residue was purified by c... The reactants are FC=1C=C(C=CC1NC1=C(C(=O)O)C=CC=N1)C1=CC(=CC=C1)O (2-(3-fluoro-3′-hydroxybiphenyl-4-ylamino)nicotinic acid), C(=O)(O)[O-].[Na+] (NaHCO3), S(=O)(=O)(OC)OC (dimethyl sulphate). The solvent is CC(=O)C (acetone). Product: FC=1C=C(C=CC1NC1=C(C(=O)OC)C=CC=N1)C1=CC(=CC=C1)O (Methyl 2-(3-fluoro-3′-hydroxybiphenyl-4-ylamino)nicotinate). Yield: 38.4%. Reaction SMILES: [F:1][C:2]1[CH:3]=[C:4]([C:18]2[CH:23]=[CH:22][CH:21]=[C:20]([OH:24])[CH:19]=2)[CH:5]=[CH:6][C:7]=1[NH:8][C:9]1[N:17]=[CH:16][CH:15]=[CH:14][C:10]=1[C:11]([OH:13])=[O:12].[C:25]([O-])(O)=O.[Na+].S(OC)(OC)(=O)=O>CC(C)=O>[F:1][C:2]1[CH:3]=[C:4]([C:18]2[CH:23]=[CH:22][CH:21]=[C:20]([OH:24])[CH:19]=2)[CH:5]=[CH:6][C:7]=1[NH:8][C:9]1[N:17]=[CH:16][CH:15]=[CH:14][C:10]=1[C:11]([O:13][CH3:25])=[O:12] |f:1.2|. Procedure: To a mixture of 2-(3-fluoro-3′-hydroxybiphenyl-4-ylamino)nicotinic acid (1 g, 3.08 mmol) and NaHCO3 (0.5 g, 6.17 mmol) in acetone (20 ml) was added dropwise dimethyl sulphate (0.47 g, 3.70 mmol). The mixture was heated to reflux overnight and then concentrated. Ethyl acetate was added to the crude and washed twice with 4% solution of NaHCO3 and brine. The organic phase was then dried over MgSO4 and concentrated in vacuo to afford 0.4 g of solid beige pure enough for the next synthetic step. Yiel... Starting materials: CC(=O)O[BH-](OC(C)=O)OC(C)=O, O=Cc1cc2nc(Cl)nc(N3CCOCC3)c2s1, OC1CCN(C2CNC2)CC1, [Na+]. Product: OC1CCN(C2CN(Cc3cc4nc(Cl)nc(N5CCOCC5)c4s3)C2)CC1. Reaction SMILES: [C:30]([O:31][BH-:32]([O:33][C:34](=[O:35])[CH3:36])[O:37][C:38](=[O:39])[CH3:40])(=[O:41])[CH3:42].[Cl:1][c:2]1[n:3][c:4]([N:13]2[CH2:14][CH2:15][O:16][CH2:17][CH2:18]2)[c:5]2[c:6]([n:7]1)[cH:8][c:9]([CH:11]=[O:12])[s:10]2.[NH:19]1[CH2:20][CH:21]([N:23]2[CH2:24][CH2:25][CH:26]([OH:29])[CH2:27][CH2:28]2)[CH2:22]1.[Na+:43]>>[Cl:1][c:2]1[n:3][c:4]([N:13]2[CH2:14][CH2:15][O:16][CH2:17][CH2:18]2)[c:5]2[c:6]([n:7]1)[cH:8][c:9]([CH2:11][N:19]1[CH2:20][CH:21]([N:23]3[CH2:24][CH2:25][CH:26]([OH:29])[CH2:27][CH2:28]3)[CH2:22]1)[s:10]2. The reactants are CN(C)c1cccc2c(S(=O)(=O)Nc3ccc(Cl)nn3)cccc12, C[S-], CN(C)C=O, [Na+], O=C(O)CC(O)(CC(=O)O)C(=O)O. Product: CSc1ccc(NS(=O)(=O)c2cccc3c(N(C)C)cccc23)nn1. RXN SMILES: [CH3:1][N:2]([c:3]1[c:4]2[cH:5][cH:6][cH:7][c:8]([S:13](=[O:14])(=[O:15])[NH:16][c:17]3[n:18][n:19][c:20]([Cl:23])[cH:21][cH:22]3)[c:9]2[cH:10][cH:11][cH:12]1)[CH3:24].[CH3:25][S-:26].[CH3:41][N:42]([CH3:43])[CH:44]=[O:45].[Na+:27].[OH:28][C:29]([CH2:30][C:31]([C:32](=[O:33])[OH:34])([CH2:35][C:36](=[O:37])[OH:38])[OH:39])=[O:40]>>[CH3:1][N:2]([c:3]1[c:4]2[cH:5][cH:6][cH:7][c:8]([S:13](=[O:14])(=[O:15])[NH:16][c:17]3[n:18][n:19][c:20]([S:26][CH3:25])[cH:21][cH:22]3)[c:9]2[cH:10][cH:11][cH:12]1)[CH3:24]. Starting materials: [N-]=[N+]=[N-].[Na+] (sodium azide), BrCC1=NC(=CC=C1)C(C)(C)O (2-Bromomethyl-6-(1-hydroxy-1-methylethyl)pyridine), resultant mixture. Solvent: CN(C=O)C (dimethylformamide). The product is N(=[N+]=[N-])CC1=NC(=CC=C1)C(C)(C)O (2-Azidomethyl-6-(1-hydroxy-1-methylethyl)pyridine). Reaction SMILES: Br[CH2:2][C:3]1[CH:8]=[CH:7][CH:6]=[C:5]([C:9]([OH:12])([CH3:11])[CH3:10])[N:4]=1.[N-:13]=[N+:14]=[N-:15].[Na+]>CN(C)C=O>[N:13]([CH2:2][C:3]1[CH:8]=[CH:7][CH:6]=[C:5]([C:9]([OH:12])([CH3:11])[CH3:10])[N:4]=1)=[N+:14]=[N-:15] |f:1.2|. Procedure: 2-Bromomethyl-6-(1-hydroxy-1-methylethyl)pyridine (7.61 g, 33 mmol) was dissolved in dimethylformamide (100 mL) and sodium azide (2.6 g, 39.7 mmol) added. After stirring the resultant mixture overnight at ambient temperature, the reaction was poured into dicholoromethane and washed well with water. The organic layer was dried (magnesium sulphate), filtered and concentrated to dryness. The resulting yellow oil (5.88 g, 93%) was used without further purification; NMR δH (400 MHz, CDCl3) 7.70 (1H, ... Starting materials: C(CCCC)OC1=CC=C(C=C1)O (4-pentoxyphenol), C(=O)([O-])[O-].[K+].[K+] (K2CO3), C(C)C(=O)C (methyl ethyl ketone). Product: C(CCCC)OC1=CC=C(OCC2OC2)C=C1 (2-(4-pentoxyphenoxymethyl)oxirane). As a reaction SMILES: [CH2:1]([O:6][C:7]1[CH:12]=[CH:11][C:10]([OH:13])=[CH:9][CH:8]=1)[CH2:2][CH2:3][CH2:4][CH3:5].C([O-])([O-])=O.[K+].[K+].[CH2:20]([C:22]([CH3:24])=[O:23])C>>[CH2:1]([O:6][C:7]1[CH:8]=[CH:9][C:10]([O:13][CH2:20][CH:22]2[CH2:24][O:23]2)=[CH:11][CH:12]=1)[CH2:2][CH2:3][CH2:4][CH3:5] |f:1.2.3|. Reported procedure: A mixture of 24.41 g of 4-pentoxyphenol, 56 g of K2CO3, 34.7 ml of epicholorohydrin and 500 ml of methyl ethyl ketone was refluxed overnight. Solvent and solid were removed to yield a residue which was distilled by a Kugelrohr adaptor to give the title compound, bp 175°/0.01 mmHg. Starting materials: CCN, Cl, O=Cc1cccc([N+](=O)[O-])c1. Yields the product CCNCc1cccc([N+](=O)[O-])c1. Reaction SMILES: [CH2:13]([CH3:14])[NH2:15].[ClH:12].[N+:1](=[O:2])([O-:3])[c:4]1[cH:5][c:6]([CH:7]=[O:8])[cH:9][cH:10][cH:11]1>>[N+:1](=[O:2])([O-:3])[c:4]1[cH:5][c:6]([CH2:7][NH:15][CH2:13][CH3:14])[cH:9][cH:10][cH:11]1.